This data is from the Open Reaction Database (ORD), a public repository of structured organic reaction records. The task is: describe an organic reaction: reactants, conditions, products, and yield Starting materials: C(C)(C)C1=C(N=C(S1)C)C1=CC=C(C=C1)O (4-(5-Isopropyl-2-Methyl-1,3-Thiazol-4-Yl)-Phenol), [OH-].[Na+] (sodium hydroxide), ClCCCCCOC1=CC=C(C#N)C=C1 (4-(5-Chloro-Pentoxy)-Benzonitrile), ICCCCCOC1=CC=C(C#N)C=C1 (4-(5-iodo-pentoxy)-benzonitrile). Run in C(C)OC(C)=O (ethylacetate), CN(C=O)C (dimethylformamide). Run at time 30 minute. The product is C(C)(C)C1=C(N=C(S1)C)C1=CC=C(OCCCCCOC2=CC=C(C#N)C=C2)C=C1 (4-{5-[4-(5-Isopropyl-2-Methyl-1,3-Thiazol-4-Yl)-Phenoxy]-Pentoxy}-Benzonitrile). Yield: 87.1%. Reaction SMILES: [CH:1]([C:4]1[S:8][C:7]([CH3:9])=[N:6][C:5]=1[C:10]1[CH:15]=[CH:14][C:13]([OH:16])=[CH:12][CH:11]=1)([CH3:3])[CH3:2].[OH-].[Na+].Cl[CH2:20][CH2:21][CH2:22][CH2:23][CH2:24][O:25][C:26]1[CH:33]=[CH:32][C:29]([C:30]#[N:31])=[CH:28][CH:27]=1.ICCCCCOC1C=CC(C#N)=CC=1>C(OC(=O)C)C.CN(C)C=O>[CH:1]([C:4]1[S:8][C:7]([CH3:9])=[N:6][C:5]=1[C:10]1[CH:11]=[CH:12][C:13]([O:16][CH2:20][CH2:21][CH2:22][CH2:23][CH2:24][O:25][C:26]2[CH:27]=[CH:28][C:29]([C:30]#[N:31])=[CH:32][CH:33]=2)=[CH:14][CH:15]=1)([CH3:3])[CH3:2] |f:1.2|. Procedure details: While 72.6 g of 4-(5-isopropyl-2-methyl-1,3-thiazol-4-yl)-phenol (6) prepared in Example 4 were added to 850 ml of dimethylformamide and stirred, 15.0 g of sodium hydroxide were added. The reaction temperature was gradually increased and stirring was continued at 50-55° C. for 30 min. Thereafter, 70.0 g of 4-(5-chloro-pentoxy)-benzonitrile (8), prepared in Example 5, or 95.3 g of 4-(5-iodo-pentoxy)-benzonitrile (9), prepared in Example 6, were added. The reaction temperature was gradually increa... Procedure details: To a mixture of 2-(4-(2-amino-5-chloro-3-nitropyridin-4-yl)piperazin-1-yl)-N-(3-methylisoxazol-5-yl)acetamide (0.036 g, 0.09 mmol) and ethanol (3 ml) was added p-anisaldehyde (0.024 g, 0.18 mmol) with the aid of ethanol (1 ml) followed by a freshly prepared 1M aqueous solution of Na2S2O4 (0.36 ml, 0.36 mmol). The reaction mixture was stirred at 70° C. for 6.5 h, then allowed to cool to room temperature and concentrated in vacuo. The residue was absorbed on silica gel, and the free-running powder... Reaction SMILES: [NH2:1][C:2]1[C:7]([N+:8]([O-])=O)=[C:6]([N:11]2[CH2:16][CH2:15][N:14]([CH2:17][C:18]([NH:20][C:21]3[O:25][N:24]=[C:23]([CH3:26])[CH:22]=3)=[O:19])[CH2:13][CH2:12]2)[C:5]([Cl:27])=[CH:4][N:3]=1.[CH:28](=O)[C:29]1[CH:34]=[CH:33][C:32]([O:35][CH3:36])=[CH:31][CH:30]=1.[O-]S(S([O-])=O)=O.[Na+].[Na+]>C(O)C>[Cl:27][C:5]1[C:6]([N:11]2[CH2:12][CH2:13][N:14]([CH2:17][C:18]([NH:20][C:21]3[O:25][N:24]=[C:23]([CH3:26])[CH:22]=3)=[O:19])[CH2:15][CH2:16]2)=[C:7]2[N:8]=[C:28]([C:29]3[CH:34]=[CH:33][C:32]([O:35][CH3:36])=[CH:31][CH:30]=3)[NH:1][C:2]2=[N:3][CH:4]=1 |f:2.3.4|. Starting materials: C(C1=CC=C(C=C1)OC)=O (p-anisaldehyde), NC1=NC=C(C(=C1[N+](=O)[O-])N1CCN(CC1)CC(=O)NC1=CC(=NO1)C)Cl (2-(4-(2-amino-5-chloro-3-nitropyridin-4-yl)piperazin-1-yl)-N-(3-methylisoxazol-5-yl)acetamide), [O-]S(=O)S(=O)[O-].[Na+].[Na+] (Na2S2O4), aqueous solution. Reaction conditions: temperature 70 celsius, time 6.5 hour. Yields the product ClC=1C(=C2C(=NC1)NC(=N2)C2=CC=C(C=C2)OC)N2CCN(CC2)CC(=O)NC2=CC(=NO2)C (2-(4-(6-Chloro-2-(4-methoxyphenyl)-3H-imidazo[4,5-b]pyridin-7-yl)piperazin-1-yl)-N-(3-methylisoxazol-5-yl)acetamide). Solvent: C(C)O (ethanol), C(C)O (ethanol). Run at time 18 hour. Reactants: BrC=1C=C(C=NC1)OC(C(=O)OC)CC (methyl 2-(5-bromo-3-pyridyloxy)butyrate), [Cu]C#N (copper (1) cyanide), C(C)(=O)OCC (ethyl acetate). Solvent: O (water), CN1C(CCC1)=O (N-methylpyrollidin-2-one). Procedure details: A solution of methyl 2-(5-bromo-3-pyridyloxy)butyrate (1.37 g) and copper (1) cyanide (0.67 g) in dry N-methylpyrollidin-2-one (5 ml) was stirred at 150° C. under an atmosphere of nitrogen for 3.25 hours then cooled to ambient temperature and stored for 18 hours. The mixture was diluted with water and extracted with ethyl acetate (four times). The extracts were combined, washed with water (three times), dried over magnesium sulphate and evaporated under reduced pressure to give a liquid which wa... Product: C(#N)C=1C=C(C=NC1)OC(C(=O)OC)CC (methyl 2-(5-cyano-3-pyridyloxy)butyrate). Reaction SMILES: Br[C:2]1[CH:3]=[C:4]([O:8][CH:9]([CH2:14][CH3:15])[C:10]([O:12][CH3:13])=[O:11])[CH:5]=[N:6][CH:7]=1.[Cu][C:17]#[N:18].C(OCC)(=O)C>CN1CCCC1=O.O>[C:17]([C:2]1[CH:3]=[C:4]([O:8][CH:9]([CH2:14][CH3:15])[C:10]([O:12][CH3:13])=[O:11])[CH:5]=[N:6][CH:7]=1)#[N:18]. RXN SMILES: [CH3:1][O:2][C:3]1[CH:4]=[C:5]([CH2:9][C:10]([OH:12])=[O:11])[CH:6]=[CH:7][CH:8]=1.C([N-]C(C)C)(C)C.[Li+].C(NC(C)C)(C)C.C([Li])CCC.CS(O[CH2:38][CH2:39][C:40]1[CH:45]=[CH:44][CH:43]=[C:42]([O:46][CH3:47])[CH:41]=1)(=O)=O>O1CCCC1.CCCCCC.O>[CH3:1][O:2][C:3]1[CH:4]=[C:5]([CH:9]([CH2:38][CH2:39][C:40]2[CH:45]=[CH:44][CH:43]=[C:42]([O:46][CH3:47])[CH:41]=2)[C:10]([OH:12])=[O:11])[CH:6]=[CH:7][CH:8]=1 |f:1.2|. Run in O1CCCC1 (tetrahydrofuran), O (water), O1CCCC1 (tetrahydrofuran), CCCCCC (hexane), O1CCCC1 (tetrahydrofuran). Starting materials: CS(=O)(=O)OCCC1=CC(=CC=C1)OC (2-m-methoxyphenylethyl methanesulphonate), C(CCC)[Li] (n-butyllithium), COC=1C=C(C=CC1)CC(=O)O (m-methoxyphenylacetic acid), C(C)(C)[N-]C(C)C.[Li+] (lithium diisopropylamide), C(C)(C)NC(C)C (diisopropylamine), solution. The product is COC=1C=C(C=CC1)C(C(=O)O)CCC1=CC(=CC=C1)OC (2,4-bis-(m-methoxyphenyl)butyric acid). Run at temperature -70 celsius, time 30 minute. Procedure: A solution of m-methoxyphenylacetic acid (1.33 g.) in tetrahydrofuran (10 ml.) was added to a stirred solution of lithium diisopropylamide, generated from diisopropylamine (2.1 ml.) and n-butyllithium (9.23 ml. of a 1.6 molar solution in hexane) in tetrahydrofuran (15 ml.), which was cooled to -70° C.; and the mixture was allowed to warm up to laboratory temperature, stirred at that temperature for 30 minutes and cooled to -70° C. A solution of 2-m-methoxyphenylethyl methanesulphonate (1.9 g.) i... The product is O=C(NCc1cn(-c2ccccc2)c2cc(Cl)ccc2c1=O)c1ccc(Cl)nc1. Reactants: ClCCl, CCN(C(C)C)C(C)C, O=C(O)c1ccc(Cl)nc1, NCc1cn(-c2ccccc2)c2cc(Cl)ccc2c1=O. Reaction SMILES: [CH2:40]([Cl:41])[Cl:42].[CH:11]([N:12]([CH2:13][CH3:14])[CH:15]([CH3:16])[CH3:17])([CH3:18])[CH3:19].[Cl:1][c:2]1[n:3][cH:4][c:5]([C:6](=[O:7])[OH:8])[cH:9][cH:10]1.[NH2:20][CH2:21][c:22]1[cH:23][n:24](-[c:34]2[cH:35][cH:36][cH:37][cH:38][cH:39]2)[c:25]2[cH:26][c:27]([Cl:33])[cH:28][cH:29][c:30]2[c:31]1=[O:32]>>[Cl:1][c:2]1[n:3][cH:4][c:5]([C:6](=[O:8])[NH:20][CH2:21][c:22]2[cH:23][n:24](-[c:34]3[cH:35][cH:36][cH:37][cH:38][cH:39]3)[c:25]3[cH:26][c:27]([Cl:33])[cH:28][cH:29][c:30]3[c:31]2=[O:32])[cH:9][cH:10]1. Starting materials: O1C(=CC=C1)C1=CC(=NN1C=1C=C(SC1)C#N)C(F)(F)F (4-(5-(furan-2-yl)-3-(trifluoromethyl)-1H-pyrazol-1-yl)thiophene-2-carbonitrile), O.NN (hydrazine hydrate), Br[C@@H]1CN(CC1)C(=O)OC(C)(C)C ((S)-tert-butyl 3-bromopyrrolidine-1-carboxylate), C([O-])([O-])=O.[K+].[K+] (potassium carbonate), O1C(=CC=C1)C1=CC(=NN1)C(F)(F)F (5-(furan-2-yl)-3-(trifluoromethyl)-1H-pyrazole). The solvent is CN(C)C=O (DMF). Reaction conditions: temperature 100 celsius, time 1 hour. The product is O1C(=CC=C1)C1=CC(=NN1[C@H]1CN(CC1)C(=O)OC(C)(C)C)C(F)(F)F ((R)-tert-butyl 3-(5-(furan-2-yl)-3-(trifluoromethyl)-1H-pyrazol-1-yl)pyrrolidine-1-carboxylate). The yield is 37.0%. As a reaction SMILES: Br[C@H:2]1[CH2:6][CH2:5][N:4]([C:7]([O:9][C:10]([CH3:13])([CH3:12])[CH3:11])=[O:8])[CH2:3]1.C(=O)([O-])[O-].[K+].[K+].[O:20]1[CH:24]=[CH:23][CH:22]=[C:21]1[C:25]1[NH:29][N:28]=[C:27]([C:30]([F:33])([F:32])[F:31])[CH:26]=1.O1C=CC=C1C1N(C2C=C(C#N)SC=2)N=C(C(F)(F)F)C=1.O.NN>CN(C=O)C>[O:20]1[CH:24]=[CH:23][CH:22]=[C:21]1[C:25]1[N:29]([C@@H:2]2[CH2:6][CH2:5][N:4]([C:7]([O:9][C:10]([CH3:13])([CH3:12])[CH3:11])=[O:8])[CH2:3]2)[N:28]=[C:27]([C:30]([F:33])([F:31])[F:32])[CH:26]=1 |f:1.2.3,6.7|. Reported procedure: To a stirred solution of 72 (681 mg, 2.72 mmol) in DMF (9.894 mL) was added potassium carbonate (855 mg, 6.18 mmol), and then 5-(furan-2-yl)-3-(trifluoromethyl)-1H-pyrazole (500 mg, 2.474 mmol) [made by following the procedure described above for the synthesis of compound 14 (scheme 2, example 1c, step 4), except using hydrazine hydrate instead of 13 as the starting material]. The resulting solution was allowed to stir at 100° C. for 1 h. The mixture was quenched with water and extracted with et...